From a dataset of the Open Reaction Database (ORD), a public repository of structured organic reaction records. describe an organic reaction: reactants, conditions, products, and yield Reactants: OCCCCl, [Na+], [OH-], O, Nc1cc[nH]c(=S)n1. RXN SMILES: [Cl:11][CH2:12][CH2:13][CH2:14][OH:15].[Na+:10].[OH-:9].[OH2:16].[nH:1]1[c:2](=[S:3])[n:4][c:5]([NH2:6])[cH:7][cH:8]1>>[n:1]1[c:2]([S:3][CH2:12][CH2:13][CH2:14][OH:15])[n:4][c:5]([NH2:6])[cH:7][cH:8]1. Product: Nc1ccnc(SCCCO)n1. Reactants: O=C([O-])O, ClCCl, [Na+], [Na+], [Na+], CC(C)Cc1nn(C)c(=O)c2c(SCCCO)n(Cc3cccc4ccccc34)cc12, O=C(OO)c1cccc(Cl)c1, O=S([O-])S(=O)(=O)[O-]. Product: CC(C)Cc1nn(C)c(=O)c2c(S(=O)CCCO)n(Cc3cccc4ccccc34)cc12. Reaction SMILES: [C:43](=[O:44])([OH:45])[O-:46].[Cl:57][CH2:58][Cl:59].[Na+:47].[Na+:55].[Na+:56].[OH:1][CH2:2][CH2:3][CH2:4][S:5][c:6]1[n:7]([CH2:21][c:22]2[cH:23][cH:24][cH:25][c:26]3[cH:27][cH:28][cH:29][cH:30][c:31]23)[cH:8][c:9]2[c:10]1[c:11](=[O:20])[n:12]([CH3:19])[n:13][c:14]2[CH2:15][CH:16]([CH3:17])[CH3:18].[OH:32][O:33][C:34]([c:35]1[cH:36][c:37]([Cl:38])[cH:39][cH:40][cH:41]1)=[O:42].[S:48]([S:49]([O-:50])=[O:51])([O-:52])(=[O:53])=[O:54]>>[OH:1][CH2:2][CH2:3][CH2:4][S:5]([c:6]1[n:7]([CH2:21][c:22]2[cH:23][cH:24][cH:25][c:26]3[cH:27][cH:28][cH:29][cH:30][c:31]23)[cH:8][c:9]2[c:10]1[c:11](=[O:20])[n:12]([CH3:19])[n:13][c:14]2[CH2:15][CH:16]([CH3:17])[CH3:18])=[O:32]. The reactants are CCCCc1cc(OC2CCN(CCCN(C(=O)[O-])C(C)(C)C)CC2)c2ncccc2c1, Cl, C1COCCO1. Product: CCCCc1cc(OC2CCN(CCCN)CC2)c2ncccc2c1. Reaction SMILES: [CH3:1][C:2]([N:5]([C:3](=[O:4])[O-:6])[CH2:9][CH2:10][CH2:11][N:12]1[CH2:13][CH2:14][CH:15]([O:18][c:19]2[cH:20][c:21]([CH2:29][CH2:30][CH2:31][CH3:32])[cH:22][c:23]3[cH:24][cH:25][cH:26][n:27][c:28]23)[CH2:16][CH2:17]1)([CH3:7])[CH3:8].[ClH:33].[O:34]1[CH2:35][CH2:36][O:37][CH2:38][CH2:39]1>>[NH2:5][CH2:9][CH2:10][CH2:11][N:12]1[CH2:13][CH2:14][CH:15]([O:18][c:19]2[cH:20][c:21]([CH2:29][CH2:30][CH2:31][CH3:32])[cH:22][c:23]3[cH:24][cH:25][cH:26][n:27][c:28]23)[CH2:16][CH2:17]1. Reactants: CC12CCC(=O)C=C1CCC1C2=CCC2(C)C(=O)CCC12, CC12CCC3(O)C(CCC4=CC(=O)CCC43C)C1CCC2=O. Product: CC12CCC(=O)C=C1CCC1=C2CCC2(C)C(=O)CCC12, CC12CCC(=O)C=C1CCC1C2=CCC2(C)C(=O)CCC12. As a reaction SMILES: [CH3:23][C:24]12[C:25](=[O:43])[CH2:26][CH2:27][CH:28]1[CH:29]1[CH2:30][CH2:31][C:32]3=[CH:33][C:34](=[O:42])[CH2:35][CH2:36][C:37]3([CH3:38])[C:39]1=[CH:40][CH2:41]2.[OH:1][C:2]12[C:3]3([CH3:22])[CH2:4][CH2:5][C:6](=[O:21])[CH:7]=[C:8]3[CH2:9][CH2:10][CH:11]1[CH:12]1[CH2:13][CH2:14][C:15](=[O:20])[C:16]1([CH3:17])[CH2:18][CH2:19]2>>[C:2]12=[C:11]([CH2:10][CH2:9][C:8]3=[CH:7][C:6](=[O:21])[CH2:5][CH2:4][C:3]13[CH3:22])[CH:12]1[CH2:13][CH2:14][C:15](=[O:20])[C:16]1([CH3:17])[CH2:18][CH2:19]2.[CH3:23][C:24]12[C:25](=[O:43])[CH2:26][CH2:27][CH:28]1[CH:29]1[CH2:30][CH2:31][C:32]3=[CH:33][C:34](=[O:42])[CH2:35][CH2:36][C:37]3([CH3:38])[C:39]1=[CH:40][CH2:41]2. Starting materials: C(C)(C)N1CCC(CC1)OC1=CC=C(C=C1)C1(CCOCC1)CN ((4-{4-[(1-isopropylpiperidin-4-yl)oxy]phenyl}tetrahydro-2H-pyran-4-yl)methylamine), ClC1=NC=CC=N1 (2-chloropyrimidine), C(C)(C)N(C(C)C)CC (N,N-diisopropylethylamine). Solvent: CN1C(CCC1)=O (N-methylpyrrolidinone). Conditions: temperature 150 celsius. Yields the product N (ammonia), C(C)(C)N1CCC(CC1)OC1=CC=C(C=C1)C1(CCOCC1)CNC1=NC=CC=N1 (N-{[4-(4-[(1-isopropylpiperidin-4-yl)oxy]phenyl)tetrahydro-2H-pyran-4-yl]methyl}pyrimidin-2-amine). Yield: 100.4%. As a reaction SMILES: [CH:1]([N:4]1[CH2:9][CH2:8][CH:7]([O:10][C:11]2[CH:16]=[CH:15][C:14]([C:17]3([CH2:23][NH2:24])[CH2:22][CH2:21][O:20][CH2:19][CH2:18]3)=[CH:13][CH:12]=2)[CH2:6][CH2:5]1)([CH3:3])[CH3:2].Cl[C:26]1[N:31]=[CH:30][CH:29]=[CH:28][N:27]=1.C(N(CC)C(C)C)(C)C>CN1CCCC1=O>[NH3:4].[CH:1]([N:4]1[CH2:9][CH2:8][CH:7]([O:10][C:11]2[CH:16]=[CH:15][C:14]([C:17]3([CH2:23][NH:24][C:26]4[N:31]=[CH:30][CH:29]=[CH:28][N:27]=4)[CH2:18][CH2:19][O:20][CH2:21][CH2:22]3)=[CH:13][CH:12]=2)[CH2:6][CH2:5]1)([CH3:3])[CH3:2]. Procedure: A mixture of (4-{4-[(1-isopropylpiperidin-4-yl)oxy]phenyl}tetrahydro-2H-pyran-4-yl)methylamine (150 mg, 0.422 mmol), 2-chloropyrimidine (52 mg, 0.422 mmol) and N,N-diisopropylethylamine (161 μl, 0.904 mmol) in N-methylpyrrolidinone (0.5 ml) was heated at 150° C. in the microwave (Smith Personal Synthesiser) for 900 seconds. The reaction mixture was partitioned between ethyl acetate (10 ml) and saturated NaHCO3 (10 ml). The organic washings were dried over Na2SO4 and concentrated in vacuo to give... Reactants: C([O-])(O)=O.[Na+] (Sodium bicarbonate), C(C)[SiH](CC)CC (triethylsilane), FC(C(=O)O)(F)F (trifluoroacetic acid), ClC1=C(C=C(C=C1)C1NC2=CC=C(C=C2C(C1(C)C)O)C(=O)OC)[N+](=O)[O-] (methyl 2-(4-chloro-3-nitrophenyl)-4-hydroxy-3,3-dimethyl-1,2,3,4-tetrahydroquinoline-6-carboxylate). Run in ClCCl (dichloromethane). Run at time 8 hour. The product is ClC1=C(C=C(C=C1)C1NC2=CC=C(C=C2CC1(C)C)C(=O)OC)[N+](=O)[O-] (methyl 2-(4-chloro-3-nitrophenyl)-3,3-dimethyl-1,2,3,4-tetrahydroquinoline-6-carboxylate). The yield is 2.2%. As a reaction SMILES: [Cl:1][C:2]1[CH:7]=[CH:6][C:5]([CH:8]2[C:17]([CH3:19])([CH3:18])[CH:16](O)[C:15]3[C:10](=[CH:11][CH:12]=[C:13]([C:21]([O:23][CH3:24])=[O:22])[CH:14]=3)[NH:9]2)=[CH:4][C:3]=1[N+:25]([O-:27])=[O:26].C([SiH](CC)CC)C.FC(F)(F)C(O)=O.C(=O)(O)[O-].[Na+]>ClCCl>[Cl:1][C:2]1[CH:7]=[CH:6][C:5]([CH:8]2[C:17]([CH3:19])([CH3:18])[CH2:16][C:15]3[C:10](=[CH:11][CH:12]=[C:13]([C:21]([O:23][CH3:24])=[O:22])[CH:14]=3)[NH:9]2)=[CH:4][C:3]=1[N+:25]([O-:27])=[O:26] |f:3.4|. Procedure details: To a solution of methyl 2-(4-chloro-3-nitrophenyl)-4-hydroxy-3,3-dimethyl-1,2,3,4-tetrahydroquinoline-6-carboxylate (8.2 g, 21 mmol) in dichloromethane (150 mL), which was cooled to −10° C. under a nitrogen atmosphere, was added triethylsilane (7.08 g, 60.9 mmol) and trifluoroacetic acid (9.82 g, 86.1 mmol). The resulting reaction mixture was stirred overnight at room temperature. The mixture was neutralized with 20 g of Sodium bicarbonate. The solid was filtered and the filtrate was evaporated ...